describe an organic reaction: reactants, conditions, products, and yield From a dataset of the Open Reaction Database (ORD), a public repository of structured organic reaction records. Starting materials: Brc1ccc2c(c1)c1ccccc1n2-c1ccccc1, CC(C)(C)[O-], Cc1ccccc1, Nc1ccccc1, [Na+], Cc1ccccc1C. Yields the product c1ccc(Nc2ccc3c(c2)c2ccccc2n3-c2ccccc2)cc1. Reaction SMILES: [Br:1][c:2]1[cH:3][cH:4][c:5]2[n:6](-[c:15]3[cH:16][cH:17][cH:18][cH:19][cH:20]3)[c:7]3[cH:8][cH:9][cH:10][cH:11][c:12]3[c:13]2[cH:14]1.[CH3:21][C:22]([CH3:23])([O-:24])[CH3:25].[CH3:42][c:43]1[cH:44][cH:45][cH:46][cH:47][cH:48]1.[NH2:35][c:36]1[cH:37][cH:38][cH:39][cH:40][cH:41]1.[Na+:26].[c:27]1([CH3:28])[c:29]([CH3:30])[cH:31][cH:32][cH:33][cH:34]1>>[c:2]1([NH:35][c:36]2[cH:37][cH:38][cH:39][cH:40][cH:41]2)[cH:3][cH:4][c:5]2[n:6](-[c:15]3[cH:16][cH:17][cH:18][cH:19][cH:20]3)[c:7]3[cH:8][cH:9][cH:10][cH:11][c:12]3[c:13]2[cH:14]1. Reactants: ClC1=CC(=C(/C=C/C(=O)OC)C=C1)NS(=O)(=O)C1=CC=CC=C1 (methyl trans-4-chloro-2-(penylsulfonylamino)cinnamate), Br.BrCC(=O)C1=NC=CC=C1C (2-bromoacetyl-3-methylpyridine hydrobromide). Product: COC(CC1=C(NC2=CC(=CC=C12)Cl)C(=O)C1=NC=CC=C1C)=O (Methyl[6-chloro-2-(3-methylpyridine-2-carbonyl)-1H-indol-3-yl]acetate). Reaction SMILES: [Cl:1][C:2]1[CH:13]=[CH:12][C:5](/[CH:6]=[CH:7]/[C:8]([O:10][CH3:11])=[O:9])=[C:4]([NH:14]S(C2C=CC=CC=2)(=O)=O)[CH:3]=1.Br.Br[CH2:26][C:27]([C:29]1[C:34]([CH3:35])=[CH:33][CH:32]=[CH:31][N:30]=1)=[O:28]>>[CH3:11][O:10][C:8](=[O:9])[CH2:7][C:6]1[C:5]2[C:4](=[CH:3][C:2]([Cl:1])=[CH:13][CH:12]=2)[NH:14][C:26]=1[C:27]([C:29]1[C:34]([CH3:35])=[CH:33][CH:32]=[CH:31][N:30]=1)=[O:28] |f:1.2|. Procedure details: The title compound was prepared according to the procedure described in Example 57 from methyl trans-4-chloro-2-(penylsulfonylamino)cinnamate (step 1 of Example 8, Method A) and 2-bromoacetyl-3-methylpyridine hydrobromide*. Starting materials: [OH-].[Na+] (sodium hydroxide), OC=1C(=C(C2=C(C(C(O2)(C)C)=O)C1C)C)C.C1(=CC=CC=C1)O (phenol 5-hydroxy-2,2,4,6,7-pentamethyl-2,3-dihydro-1-benzofuran-3-one), COS(=O)(=O)OC (dimethylsulfate), C([O-])([O-])=O.[K+].[K+] (potassium carbonate). Run in CC(=O)C (acetone), CC(=O)C (acetone). Product: COC=1C(=C(C2=C(C(C(O2)(C)C)=O)C1C)C)C (5-methoxy-2,2,4,6,7-pentamethyl-2,3-dihydro-1-benzofuran-3-one). The yield is 98.6%. RXN SMILES: [OH:1][C:2]1[C:3]([CH3:16])=[C:4]([CH3:15])[C:5]2[O:9][C:8]([CH3:11])([CH3:10])[C:7](=[O:12])[C:6]=2[C:13]=1[CH3:14].[C:17]1(O)C=CC=CC=1.COS(OC)(=O)=O.C(=O)([O-])[O-].[K+].[K+].[OH-].[Na+]>CC(C)=O>[CH3:17][O:1][C:2]1[C:3]([CH3:16])=[C:4]([CH3:15])[C:5]2[O:9][C:8]([CH3:10])([CH3:11])[C:7](=[O:12])[C:6]=2[C:13]=1[CH3:14] |f:0.1,3.4.5,6.7|. Procedure: A mixture of phenol 5-hydroxy-2,2,4,6,7-pentamethyl-2,3-dihydro-1-benzofuran-3-one (7.16 g, 32.54 mmol), dimethylsulfate (6.16 g, 48.8 mmol) and potassium carbonate (13.5 g, 97.63 mmol) in acetone (160 mL) is refluxed under nitrogen for 3 days. After cooling, 3N sodium hydroxide (100 mL) is added and most of the acetone is evaporated under reduced pressure. The mixture is extracted with ethyl acetate (200 mL) and the organic layer is washed with 3N sodium hydroxide (2×100 mL), water, brine, drie... Reaction SMILES: [CH3:1][n:2]1[cH:3][c:4]([C:11]2=[C:15]([c:16]3[cH:17][n:18](-[c:25]4[cH:26][cH:27][cH:28][cH:29][cH:30]4)[c:19]4[cH:20][cH:21][cH:22][cH:23][c:24]34)[C:14](=[O:31])[O:13][C:12]2=[O:32])[c:5]2[cH:6][cH:7][cH:8][cH:9][c:10]12.[NH3:33].[O:34]=[CH:35][N:36]([CH3:37])[CH3:38]>>[CH3:1][n:2]1[cH:3][c:4]([C:11]2=[C:15]([c:16]3[cH:17][n:18](-[c:25]4[cH:26][cH:27][cH:28][cH:29][cH:30]4)[c:19]4[cH:20][cH:21][cH:22][cH:23][c:24]34)[C:14](=[O:13])[NH:33][C:12]2=[O:32])[c:5]2[cH:6][cH:7][cH:8][cH:9][c:10]12. Product: Cn1cc(C2=C(c3cn(-c4ccccc4)c4ccccc34)C(=O)NC2=O)c2ccccc21. The reactants are Cn1cc(C2=C(c3cn(-c4ccccc4)c4ccccc34)C(=O)OC2=O)c2ccccc21, N, CN(C)C=O. Reactants: ClC1=NC(=NC(=N1)NCCCCC1CC(N(C(C1)(C)C)OC1CCCCC1)(C)C)NCCCCC1CC(N(C(C1)(C)C)OC1CCCCC1)(C)C (2-chloro-4,6-bis[N-(1-cyclohexyloxy-2,2,6,6-tetramethylpiperdin-4-yl)butylamino]-1,3,5-triazine), C(O)CN (ethanolamine), C([O-])(O)=O.[Na+] (sodium bicarbonate). Solvent: O1CCOCC1 (dioxane). The product is OCCNC1=NC(=NC(=N1)NCCCCC1CC(N(C(C1)(C)C)OC1CCCCC1)(C)C)NCCCCC1CC(N(C(C1)(C)C)OC1CCCCC1)(C)C (2-[(2-Hydroxyethyl)amino]-4,6-bis[N-(1-cyclohexyloxy-2,2,6,6-tetramethylpiperdin-4-yl)butylamino]-1,3,5-triazine). Yield: 87.4%. Reaction SMILES: Cl[C:2]1[N:7]=[C:6]([NH:8][CH2:9][CH2:10][CH2:11][CH2:12][CH:13]2[CH2:18][C:17]([CH3:20])([CH3:19])[N:16]([O:21][CH:22]3[CH2:27][CH2:26][CH2:25][CH2:24][CH2:23]3)[C:15]([CH3:29])([CH3:28])[CH2:14]2)[N:5]=[C:4]([NH:30][CH2:31][CH2:32][CH2:33][CH2:34][CH:35]2[CH2:40][C:39]([CH3:42])([CH3:41])[N:38]([O:43][CH:44]3[CH2:49][CH2:48][CH2:47][CH2:46][CH2:45]3)[C:37]([CH3:51])([CH3:50])[CH2:36]2)[N:3]=1.[CH2:52]([CH2:54][NH2:55])[OH:53].C(=O)(O)[O-].[Na+]>O1CCOCC1>[OH:53][CH2:52][CH2:54][NH:55][C:2]1[N:3]=[C:4]([NH:30][CH2:31][CH2:32][CH2:33][CH2:34][CH:35]2[CH2:36][C:37]([CH3:50])([CH3:51])[N:38]([O:43][CH:44]3[CH2:49][CH2:48][CH2:47][CH2:46][CH2:45]3)[C:39]([CH3:42])([CH3:41])[CH2:40]2)[N:5]=[C:6]([NH:8][CH2:9][CH2:10][CH2:11][CH2:12][CH:13]2[CH2:14][C:15]([CH3:29])([CH3:28])[N:16]([O:21][CH:22]3[CH2:23][CH2:24][CH2:25][CH2:26][CH2:27]3)[C:17]([CH3:19])([CH3:20])[CH2:18]2)[N:7]=1 |f:2.3|. Reported procedure: A mixture of 10.0 g (13.6 mmol) of 2-chloro-4,6-bis[N-(1-cyclohexyloxy-2,2,6,6-tetramethylpiperdin-4-yl)butylamino]-1,3,5-triazine, 3.3 g (54.6 mmol) of ethanolamine and 30 ml of dioxane is heated at reflux for four hours. The reaction mixture is then poured into 200 ml of saturated aqueous sodium bicarbonate solution. A precipitate forms. The supernatant liquid is decanted, and the precipitate is partitioned between ether (250 ml) and saturated aqueous sodium bicarbonate solution (100 ml). The ... Starting materials: CSC1=NOC(=C1C#N)C1=CC=C(C=C1)O (3-Methylthio-5-(4-hydroxyphenyl)-4-isoxazolecarbonitrile), C1(=CC=CC=C1)CCBr (2-phenyl-ethyl bromide), C(=O)([O-])[O-].[K+].[K+] (K2CO3). Run in CC(=O)C (acetone). Product: CSC1=NOC(=C1C#N)C1=CC=C(C=C1)OCCC1=CC=CC=C1 (3-Methylthio-5-[4-(2-phenyl-1-ethoxy)-phenyl]-4-isoxazolecarbonitrile). Isolated yield 80.0%. As a reaction SMILES: [CH3:1][S:2][C:3]1[C:7]([C:8]#[N:9])=[C:6]([C:10]2[CH:15]=[CH:14][C:13]([OH:16])=[CH:12][CH:11]=2)[O:5][N:4]=1.[C:17]1([CH2:23][CH2:24]Br)[CH:22]=[CH:21][CH:20]=[CH:19][CH:18]=1.C([O-])([O-])=O.[K+].[K+]>CC(C)=O>[CH3:1][S:2][C:3]1[C:7]([C:8]#[N:9])=[C:6]([C:10]2[CH:15]=[CH:14][C:13]([O:16][CH2:24][CH2:23][C:17]3[CH:22]=[CH:21][CH:20]=[CH:19][CH:18]=3)=[CH:12][CH:11]=2)[O:5][N:4]=1 |f:2.3.4|. Procedure details: Equimolecular amounts of (III), 2-phenyl-ethyl bromide and K2CO3 were refluxed in acetone for 48 h. The mixture was concentrated to small volume and shaken with diethyl ether and water. The ether phase was washed with 2 M NaOH, then with water, evaporated to dryness and the residue was recrystallized from ethanol. The title product was obtained in an 80% yield (abbreviation ON-6), m.p. 93-940° C. (ethanol); IR (KBr) 2227 (CN) cm1; 1H NMR (CDCl3) (δ, ppm) 2.66 (s, 3H, SCH3); 3.14 (t, 2H, CH2—Ph);... The reactants are [Br-], C#CCOc1ccc(C(=O)Cl)cc1OC, CCCC[N+](CCCC)(CCCC)CCCC, Cc1ccccc1, Cl, [Na+], [OH-], NC1CCCCC1O. Product: C#CCOc1ccc(C(=O)NC2CCCCC2O)cc1OC. As a reaction SMILES: [Br-:27].[CH3:12][O:13][c:14]1[cH:15][c:16]([C:17](=[O:18])[Cl:19])[cH:20][cH:21][c:22]1[O:23][CH2:24][C:25]#[CH:26].[CH3:28][CH2:29][CH2:30][CH2:31][N+:32]([CH2:33][CH2:34][CH2:35][CH3:36])([CH2:37][CH2:38][CH2:39][CH3:40])[CH2:41][CH2:42][CH2:43][CH3:44].[CH3:45][c:46]1[cH:47][cH:48][cH:49][cH:50][cH:51]1.[ClH:3].[Na+:2].[OH-:1].[OH:4][CH:5]1[CH:6]([NH2:11])[CH2:7][CH2:8][CH2:9][CH2:10]1>>[OH:4][CH:5]1[CH:6]([NH:11][C:17]([c:16]2[cH:15][c:14]([O:13][CH3:12])[c:22]([O:23][CH2:24][C:25]#[CH:26])[cH:21][cH:20]2)=[O:18])[CH2:7][CH2:8][CH2:9][CH2:10]1. The reactants are ClCCl, CO, CC(C)[Si](OS(=O)(=O)C(F)(F)F)(C(C)C)C(C)C, O, CCOC(=O)C1CCC(O)CC1, Cc1cccc(C)n1. Yields the product CCOC(=O)C1CCC(O[Si](C(C)C)(C(C)C)C(C)C)CC1. Reaction SMILES: [CH2:21]([Cl:22])[Cl:23].[CH3:43][OH:44].[F:24][C:25]([F:26])([F:27])[S:28]([O:29][Si:30]([CH:31]([CH3:32])[CH3:33])([CH:34]([CH3:35])[CH3:36])[CH:37]([CH3:38])[CH3:39])(=[O:40])=[O:41].[OH2:42].[OH:1][CH:2]1[CH2:3][CH2:4][CH:5]([C:8](=[O:9])[O:10][CH2:11][CH3:12])[CH2:6][CH2:7]1.[n:13]1[c:14]([CH3:15])[cH:16][cH:17][cH:18][c:19]1[CH3:20]>>[O:1]([CH:2]1[CH2:3][CH2:4][CH:5]([C:8](=[O:9])[O:10][CH2:11][CH3:12])[CH2:6][CH2:7]1)[Si:30]([CH:31]([CH3:32])[CH3:33])([CH:34]([CH3:35])[CH3:36])[CH:37]([CH3:38])[CH3:39]. The reactants are C(C1=CC=CC=C1)NCCN (N-Benzylethylenediamine), FC=1C=C(C=O)C=C(C1)F (3,5-difluorobenzaldehyde), C(CN)N (ethylenediamine), [BH4-].[Na+] (sodium borohydride). Solvent: CO (methanol). The product is FC=1C=C(CNCCN)C=C(C1)F (N-(3,5-Difluorobenzyl)ethylenediamine). Isolated yield 55.0%. As a reaction SMILES: [F:1][C:2]1[CH:3]=[C:4]([CH:7]=[C:8]([F:10])[CH:9]=1)[CH:5]=O.[CH2:11]([NH2:14])[CH2:12][NH2:13].[BH4-].[Na+].C(NCCN)C1C=CC=CC=1>CO>[F:1][C:2]1[CH:3]=[C:4]([CH:7]=[C:8]([F:10])[CH:9]=1)[CH2:5][NH:13][CH2:12][CH2:11][NH2:14] |f:2.3|. Reported procedure: At 16.77 g (0.118 mol) quantity of 3,5-difluorobenzaldehyde was treated with 50 ml ethylenediamine and 4.47 g (0.118 mol) sodium borohydride in 500 ml methanol by the method prescribed for N-benzylethylenediamine (Example 1) to give 12.0 g (55% yield) of desired product, b.p. 90°-92° C. at 199.98-226.65 Nm-2.